Task: describe an organic reaction: reactants, conditions, products, and yield. Dataset: the Open Reaction Database (ORD), a public repository of structured organic reaction records Reactants: NC(CCC(=O)O)C(F)F (4-amino-4-difluoromethylbutyric acid), S(=O)(Cl)Cl (thionyl chloride), C(C)O (ethanol). Run at temperature 25 celsius, time 1 hour. The solvent is ClCCl (dichloromethane). RXN SMILES: [NH2:1][CH:2]([CH:8]([F:10])[F:9])[CH2:3][CH2:4][C:5]([OH:7])=[O:6].S(Cl)(Cl)=O.[CH2:15](O)[CH3:16]>ClCCl>[CH2:15]([O:6][C:5](=[O:7])[CH2:4][CH2:3][CH:2]([NH2:1])[CH:8]([F:10])[F:9])[CH3:16]. The product is C(C)OC(CCC(C(F)F)N)=O (4-amino-4-difluoromethylbutyric acid ethyl ester). Procedure: A solution of 2 mmole of 4-amino-4-difluoromethylbutyric acid in 15 ml of dichloromethane is treated with 2 mmole of thionyl chloride at 25° C. for one hour after which 20 ml of ethanol is added. The solution is stirred at 25° C. for one hour, washed with water, dried and concentrated to afford 4-amino-4-difluoromethylbutyric acid ethyl ester.